Dataset: the Open Reaction Database (ORD), a public repository of structured organic reaction records. Task: describe an organic reaction: reactants, conditions, products, and yield The reactants are C(CCC)[Sn](CCCC)(CCCC)Cl (tri-n-butylstannyl chloride), C[Si](C)(C)[N-][Si](C)(C)C.[Li+].C1CCOC1 (lithium bis(trimethylsilyl)amide THF), N1=CN=CC(=C1)C(C=1N=CN2C1SC=C2)O (7-[(pyrimidin-5-yl)hydroxymethyl]imidazo[5,1-b]thiazole), ketone. The reagents and catalysts are [O-2].[O-2].[Mn+4] (manganese dioxide). Product: ketone, N1=CN=CC(=C1)C(=O)C=1N=CN2C1SC(=C2)[Sn](CCCC)(CCCC)CCCC (7-(Pyrimidin-5-yl)carbonyl-2-(tri-n-butylstannyl)-imidazo[5,1-b]thiazole). Reaction SMILES: [N:1]1[CH:6]=[C:5]([CH:7]([OH:16])[C:8]2[N:9]=[CH:10][N:11]3[CH:15]=[CH:14][S:13][C:12]=23)[CH:4]=[N:3][CH:2]=1.[CH2:17]([Sn:21](Cl)([CH2:26][CH2:27][CH2:28][CH3:29])[CH2:22][CH2:23][CH2:24][CH3:25])[CH2:18][CH2:19][CH3:20].C[Si]([N-][Si](C)(C)C)(C)C.[Li+].C1COCC1>[O-2].[O-2].[Mn+4]>[N:1]1[CH:6]=[C:5]([C:7]([C:8]2[N:9]=[CH:10][N:11]3[CH:15]=[C:14]([Sn:21]([CH2:22][CH2:23][CH2:24][CH3:25])([CH2:26][CH2:27][CH2:28][CH3:29])[CH2:17][CH2:18][CH2:19][CH3:20])[S:13][C:12]=23)=[O:16])[CH:4]=[N:3][CH:2]=1 |f:2.3.4,5.6.7|. Reported procedure: A ketone compound (217 mg) was prepared in substantially the same manner as in step b) of Synthesis Example 1, except that 398 mg of 7-[(pyrimidin-5-yl)hydroxymethyl]imidazo[5,1-b]thiazole and 400 mg of manganese dioxide were used as the starting compounds. 7-(Pyrimidin-5-yl)carbonyl-2-(tri-n-butylstannyl)-imidazo[5,1-b]thiazole (68 mg) was prepared in substantially the same manner as in step c) of Synthesis Example 1, except that 46 mg of the ketone compound, 0.124 ml of tri-n-butylstannyl chlo... The reactants are Brc1ccc(CCCN2CCCC2)cc1, O=C([O-])[O-], [Cs+], [Cs+], Nc1ncc([N+](=O)[O-])cn1, C1COCCO1. Yields the product O=[N+]([O-])c1cnc(Nc2ccc(CCCN3CCCC3)cc2)nc1. Reaction SMILES: [Br:11][c:12]1[cH:13][cH:14][c:15]([CH2:18][CH2:19][CH2:20][N:21]2[CH2:22][CH2:23][CH2:24][CH2:25]2)[cH:16][cH:17]1.[C:26](=[O:27])([O-:28])[O-:29].[Cs+:30].[Cs+:31].[N+:1](=[O:2])([O-:3])[c:4]1[cH:5][n:6][c:7]([NH2:10])[n:8][cH:9]1.[O:32]1[CH2:33][CH2:34][O:35][CH2:36][CH2:37]1>>[N+:1](=[O:2])([O-:3])[c:4]1[cH:5][n:6][c:7]([NH:10][c:12]2[cH:13][cH:14][c:15]([CH2:18][CH2:19][CH2:20][N:21]3[CH2:22][CH2:23][CH2:24][CH2:25]3)[cH:16][cH:17]2)[n:8][cH:9]1. Reactants: CC(OCC)=O.CCCCCC (EA Hexane), ClC1=C(C(C(=O)O)=CC=C1)N (3-chloroanthranilic acid). Product: ClC=1C=CC=C2C(N(C(=NC12)CC)CCC1=CC=CC=C1)=O (8-chloro-2-ethyl-3-phenethylquinazolin-4(3H)-one), crystal. Isolated yield 47.2%. Reaction SMILES: [Cl:1][C:2]1[CH:10]=[CH:9][CH:8]=[C:4]([C:5]([OH:7])=O)[C:3]=1[NH2:11].CC(=O)O[CH2:15][CH3:16].[CH3:18][CH2:19][CH2:20][CH2:21][CH2:22][CH3:23]>>[Cl:1][C:2]1[CH:10]=[CH:9][CH:8]=[C:4]2[C:3]=1[N:11]=[C:3]([CH2:2][CH3:10])[N:11]([CH2:18][CH2:19][C:20]1[CH:16]=[CH:15][CH:23]=[CH:22][CH:21]=1)[C:5]2=[O:7] |f:1.2|. Reported procedure: The title compound was prepared using the procedure described above of the step 1 of example 1 from 3-chloroanthranilic acid (5 g, 29.14 mmol) to give white needle crystal (4.3 g, 47.2%), Rf=0.53 (EA/Hexane=1:2); 1H NMR (400 MHz, DMSO-d6) δ 1.24 (t, J=7.2 Hz, 3H), 2.79 (q, J=7.2 Hz, 2H), 2.94 (t, J=7.6 Hz, 2H), 4.20 (t, J=7.6 Hz, 2H), 7.20-7.31 (m, 5H), 7.41 (dd, J=8.0, 7.6 Hz, 1H), 7.89 (d, J=17.6 Hz, 1H), 8.05 (d, J=8.0 Hz, 1H); 13C NMR (100 MHz, DMSO-d6) δ 10.5, 27.1, 33.5, 44.7, 121.4, 125.2... Starting materials: FC1=C(C#N)C=C(C=C1)F (2,5-difluoro-benzonitrile), C(C)OC(CO)=O (hydroxy-acetic acid ethyl ester), C(=O)([O-])[O-].[K+].[K+] (K2CO3). Solvent: [OH-].[Na+] (NaOH), CN(C)C=O (DMF). Run at time 24 hour. The product is C(C)OC(=O)C=1OC2=C(C1N)C=C(C=C2)F (3-Amino-5-fluoro-benzofuran-2-carboxylic acid ethyl ester). The yield is 20.8%. As a reaction SMILES: F[C:2]1[CH:9]=[CH:8][C:7]([F:10])=[CH:6][C:3]=1[C:4]#[N:5].[CH2:11]([O:13][C:14](=[O:17])[CH2:15][OH:16])[CH3:12].C([O-])([O-])=O.[K+].[K+]>CN(C=O)C.[OH-].[Na+]>[CH2:11]([O:13][C:14]([C:15]1[O:16][C:2]2[CH:9]=[CH:8][C:7]([F:10])=[CH:6][C:3]=2[C:4]=1[NH2:5])=[O:17])[CH3:12] |f:2.3.4,6.7|. Reported procedure: To a solution of 2,5-difluoro-benzonitrile (10 g, 72.0 mmol) in DMF (200 mL) was added hydroxy-acetic acid ethyl ester (8.6 mL, 86.4 mmol) followed by K2CO3 (43.7 g, 316 mmol). After 24 h at 100° C., the reaction mixture was diluted with 1 N NaOH (200 mL) and extracted with CH2Cl2 (3×150 mL). The combined organic layers were washed with 1 N NaOH (100 mL), dried, and concentrated to afford the desired product (3.35 g, 21%). 1H NMR (CDCl3): 7.39 (dd, J=9.0, 4.0 Hz, 1H), 7.21-7.15 (m, 2H), 4.90 (s,... The reactants are BrBr (bromine), FC1=CC=C(C=C1)C(CC1=CC=C(C=C1)S(=O)(=O)C)=O (1-(4-fluorophenyl)-2-(4-methylsulfonyl phenyl)ethanone), BrBr (bromine). The solvent is C(Cl)(Cl)(Cl)Cl (CCl4), C(Cl)(Cl)Cl (chloroform), C(Cl)(Cl)(Cl)Cl (CCl4). Yields the product BrC(C(=O)C1=CC=C(C=C1)F)C1=CC=C(C=C1)S(=O)(=O)C (2-Bromo-2-(4-methylsulfonylphenyl)-1-(4-fluorophenyl)ethanone). The yield is 75.4%. RXN SMILES: [F:1][C:2]1[CH:7]=[CH:6][C:5]([C:8](=[O:20])[CH2:9][C:10]2[CH:15]=[CH:14][C:13]([S:16]([CH3:19])(=[O:18])=[O:17])=[CH:12][CH:11]=2)=[CH:4][CH:3]=1.[Br:21]Br>C(Cl)(Cl)Cl.C(Cl)(Cl)(Cl)Cl>[Br:21][CH:9]([C:10]1[CH:15]=[CH:14][C:13]([S:16]([CH3:19])(=[O:17])=[O:18])=[CH:12][CH:11]=1)[C:8]([C:5]1[CH:4]=[CH:3][C:2]([F:1])=[CH:7][CH:6]=1)=[O:20]. Procedure: A mixture of 1-(4-fluorophenyl)-2-(4-methylsulfonyl phenyl)ethanone (14.6 g, 50 mmol) in 210 mL of chloroform and 826 mL of CCl4. A solution of 8.0 g (50 mmol) of bromine in CCl4 was added dropwise to the mixture. When the loss of the bromine colour was complete, the organic layer was washed with 5% aqueous sodium bicarbonate solution and with brine. It was dried over anhydrous sodium sulfate. The drying agent was filtered, and the filtrate concentrated in vacuum to give 14.0 g (70%) of the desi... The reactants are FC=1C=CC(=C(C1)C=1C2=C(N=CN1)NC(=C2)C2=CCN(CC2)C(=O)OC(C)(C)C)OC (tert-butyl 4-(4-(5-fluoro-2-methoxyphenyl)-7H-pyrrolo[2,3-d]pyrimidin-6-yl)-5,6-dihydropyridine-1(2H)-carboxylate), FC(C(=O)O)(F)F (trifluoroacetic acid). Conditions: time 2 hour. The product is FC=1C=CC(=C(C1)C=1C2=C(N=CN1)NC(=C2)C=2CCNCC2)OC (4-(5-fluoro-2-methoxyphenyl)-6-(1,2,3,6-tetrahydropyridin-4-yl)-7H-pyrrolo[2,3-d]pyrimidine), hydrochloride salt. As a reaction SMILES: [F:1][C:2]1[CH:3]=[CH:4][C:5]([O:30][CH3:31])=[C:6]([C:8]2[C:9]3[CH:16]=[C:15]([C:17]4[CH2:22][CH2:21][N:20](C(OC(C)(C)C)=O)[CH2:19][CH:18]=4)[NH:14][C:10]=3[N:11]=[CH:12][N:13]=2)[CH:7]=1.FC(F)(F)C(O)=O>>[F:1][C:2]1[CH:3]=[CH:4][C:5]([O:30][CH3:31])=[C:6]([C:8]2[C:9]3[CH:16]=[C:15]([C:17]4[CH2:22][CH2:21][NH:20][CH2:19][CH:18]=4)[NH:14][C:10]=3[N:11]=[CH:12][N:13]=2)[CH:7]=1. Procedure details: To a solution of Example 3E (900 mg, 2.120 mmol) in 10 mL dicholoromethane was added trifluoroacetic acid (1.634 mL, 21.2 mmol). The mixture was stirred at room temperature for 2 hours and the solvent was removed by azeotroping with ethyl acetate. The residue was dissolved in 3 mL methanol and treated with 2M hydrogen chloride in ether (1 mL) for 1 hour. The mixture was diluted with ether and the solid filtered to give the title compound as a hydrochloride salt. 1H NMR (300 MHz, DMSO-d6) δ 2.64-... Yields the product ClC1=CC2=C(C(=NO2)N2CCNCC2)C=C1 (6-chloro-3-piperazinyl-benzisoxazole). Conditions: time 5 minute. Procedure details: 3,6-dichlorobenzisoxazole (5.2 g, 27.8 mmol), and anhydrous piperazine (24 g, 278 mmol) are placed in an egg type flask and react at 120° C. for 24 hours. After completion of the reaction, 52 ml of an ice-water mixture is added for quenching the reaction. Further 15 ml of 50% NaOH solution is added to the reaction solution. The reaction solution is stirred for 5 minutes and extracted with dichloromethane (30 ml×3). The dichloromethane layer is combined, washed with 20 ml of saturated saline, dri... Reactants: [OH-].[Na+] (NaOH), ClC1=NOC2=C1C=CC(=C2)Cl (3,6-dichlorobenzisoxazole), N1CCNCC1 (piperazine), ice water. As a reaction SMILES: Cl[C:2]1[C:6]2[CH:7]=[CH:8][C:9]([Cl:11])=[CH:10][C:5]=2[O:4][N:3]=1.[NH:12]1[CH2:17][CH2:16][NH:15][CH2:14][CH2:13]1.[OH-].[Na+]>>[Cl:11][C:9]1[CH:8]=[CH:7][C:6]2[C:2]([N:12]3[CH2:17][CH2:16][NH:15][CH2:14][CH2:13]3)=[N:3][O:4][C:5]=2[CH:10]=1 |f:2.3|. Isolated yield 71.1%.